Dataset: the Open Reaction Database (ORD), a public repository of structured organic reaction records. Task: describe an organic reaction: reactants, conditions, products, and yield Starting materials: colourless crystals, SC=1C(=NC=CC1)C(=O)O (3-mercaptopyridine-2-carboxylic acid), ON1N=NC2=C1C=CC=C2 (1-hydroxy-1H-benzotriazole), COS(=O)(=O)C1=CC=C(C=C1)C.C1(CCCCC1)N=C=NCCN1CCOCC1 (N-cyclohexyl-N'-(2-morpholinoethyl)-carbodiimide methyl-p-toluenesulfonate), Cl.COC(CN)=O (glycine methyl ester hydrochloride). The solvent is C(C)(=O)OCC.CCCCCCC (ethyl acetate heptane), CN(C)C=O (DMF), C(C)N1CCOCC1 (N-ethylmorpholine). Product: COC(=O)CNC(=O)C1=NC=CC=C1S (3-Mercaptopyridine-2-carboxylic acid N-((methoxycarbonyl)methyl)amide). As a reaction SMILES: [SH:1][C:2]1[C:3]([C:8]([OH:10])=O)=[N:4][CH:5]=[CH:6][CH:7]=1.ON1C2C=CC=CC=2N=N1.COS(C1C=CC(C)=CC=1)(=O)=O.C1(N=C=NCCN2CCOCC2)CCCCC1.Cl.[CH3:51][O:52][C:53](=[O:56])[CH2:54][NH2:55]>CN(C=O)C.C(N1CCOCC1)C.C(OCC)(=O)C.CCCCCCC>[CH3:51][O:52][C:53]([CH2:54][NH:55][C:8]([C:3]1[C:2]([SH:1])=[CH:7][CH:6]=[CH:5][N:4]=1)=[O:10])=[O:56] |f:2.3,4.5,8.9|. Procedure: 1.69 g of 3-mercaptopyridine-2-carboxylic acid were dissolved in 20 ml of DMF and 7.5 ml of N-ethylmorpholine, 1.7 g of 1-hydroxy-1H-benzotriazole, 5 g of N-cyclohexyl-N'-(2-morpholinoethyl)-carbodiimide methyl-p-toluenesulfonate and 4.3 g of glycine methyl ester hydrochloride were added successively at room temperature and whilst stirring. After having been stirred for 12 hours, the mixture was partitioned between a saturated aqueous solution of ammonium chloride and dichloromethane and the org...